This data is from the Open Reaction Database (ORD), a public repository of structured organic reaction records. The task is: describe an organic reaction: reactants, conditions, products, and yield Starting materials: BrC=1C=CC(=NC1)OCC(C)(O)C (1-(5-bromopyridin-2-yloxy)-2-methylpropan-2-ol), OC(C[C@@]1(CCN(C(O1)=O)[C@@H](C)C1=CC=C(C=C1)B1OC(C(O1)(C)C)(C)C)C1=CC=CC=C1)(C)C ((S)-6-(2-hydroxy-2-methylpropyl)-6-phenyl-3-((S)-1-(4-(4,4,5,5-tetramethyl-1,3,2-dioxaborolan-2-yl)phenyl)ethyl)-1,3-oxazinan-2-one), C(=O)(O)[O-].[Na+] (NaHCO3). The reagents and catalysts are C=1C=CC(=CC1)[P](C=2C=CC=CC2)(C=3C=CC=CC3)[Pd]([P](C=4C=CC=CC4)(C=5C=CC=CC5)C=6C=CC=CC6)([P](C=7C=CC=CC7)(C=8C=CC=CC8)C=9C=CC=CC9)[P](C=1C=CC=CC1)(C=1C=CC=CC1)C=1C=CC=CC1 (Pd(PPh3)4). Solvent: COCCOC (DME), CCO (EtOH). Run at time 1 hour. Yields the product OC(COC1=CC=C(C=N1)C1=CC=C(C=C1)[C@H](C)N1C(O[C@](CC1)(C1=CC=CC=C1)CC(C)(C)O)=O)(C)C ((S)-3-((S)-1-(4-(6-(2-hydroxy-2-methylpropoxy)pyridin-3-yl)phenyl)ethyl)-6-(2-hydroxy-2-methylpropyl)-6-phenyl-1,3-oxazinan-2-one). The yield is 12.0%. As a reaction SMILES: Br[C:2]1[CH:3]=[CH:4][C:5]([O:8][CH2:9][C:10]([CH3:13])([OH:12])[CH3:11])=[N:6][CH:7]=1.[OH:14][C:15]([CH3:48])([CH3:47])[CH2:16][C@@:17]1([C:41]2[CH:46]=[CH:45][CH:44]=[CH:43][CH:42]=2)[O:22][C:21](=[O:23])[N:20]([C@H:24]([C:26]2[CH:31]=[CH:30][C:29](B3OC(C)(C)C(C)(C)O3)=[CH:28][CH:27]=2)[CH3:25])[CH2:19][CH2:18]1.C([O-])(O)=O.[Na+]>COCCOC.CCO.C1C=CC([P]([Pd]([P](C2C=CC=CC=2)(C2C=CC=CC=2)C2C=CC=CC=2)([P](C2C=CC=CC=2)(C2C=CC=CC=2)C2C=CC=CC=2)[P](C2C=CC=CC=2)(C2C=CC=CC=2)C2C=CC=CC=2)(C2C=CC=CC=2)C2C=CC=CC=2)=CC=1>[OH:12][C:10]([CH3:13])([CH3:11])[CH2:9][O:8][C:5]1[N:6]=[CH:7][C:2]([C:29]2[CH:28]=[CH:27][C:26]([C@@H:24]([N:20]3[CH2:19][CH2:18][C@:17]([CH2:16][C:15]([OH:14])([CH3:47])[CH3:48])([C:41]4[CH:46]=[CH:45][CH:44]=[CH:43][CH:42]=4)[O:22][C:21]3=[O:23])[CH3:25])=[CH:31][CH:30]=2)=[CH:3][CH:4]=1 |f:2.3,^1:66,68,87,106|. Procedure: To a solution of 1-(5-bromopyridin-2-yloxy)-2-methylpropan-2-ol (30 mg, 0.122 mmol) in DME (6 mL) was added Pd(PPh3)4 (10 mg) under nitrogen. The mixture was stirred for 1 h at rt. A solution of (S)-6-(2-hydroxy-2-methylpropyl)-6-phenyl-3-((S)-1-(4-(4,4,5,5-tetramethyl-1,3,2-dioxaborolan-2-yl)phenyl)ethyl)-1,3-oxazinan-2-one (58.4 mg, 0.122 mmol) in EtOH (2 mL) and satd aq NaHCO3 (2 mL) were added. The mixture was stirred at 100° C. for 2 h, quenched with water, and extracted with EtOAc (3×10 mL...